From a dataset of the Open Reaction Database (ORD), a public repository of structured organic reaction records. describe an organic reaction: reactants, conditions, products, and yield Starting materials: SC1=NC=NC=C1C1C(CC2=CC=CC=C12)(C)C (4-mercapto-5-(2,2-dimethylindan-1-yl)pyrimidine), FC=1C=C(CBr)C=CC1 (3-fluorobenzyl bromide), C([O-])([O-])=O.[NH4+].[NH4+] (ammonium carbonate). The solvent is C(C)#N (acetonitrile). Run at time 2 hour. Yields the product FC=1C=C(CSC2=NC=NC=C2C2C(CC3=CC=CC=C23)(C)C)C=CC1 (4-(3-Fluorobenzylthio)-5-(2,2-dimethylindan-1-yl)pyrimidine). RXN SMILES: [SH:1][C:2]1[C:7]([CH:8]2[C:16]3[C:11](=[CH:12][CH:13]=[CH:14][CH:15]=3)[CH2:10][C:9]2([CH3:18])[CH3:17])=[CH:6][N:5]=[CH:4][N:3]=1.[F:19][C:20]1[CH:21]=[C:22]([CH:25]=[CH:26][CH:27]=1)[CH2:23]Br.C(=O)([O-])[O-].[NH4+].[NH4+]>C(#N)C>[F:19][C:20]1[CH:21]=[C:22]([CH:25]=[CH:26][CH:27]=1)[CH2:23][S:1][C:2]1[C:7]([CH:8]2[C:16]3[C:11](=[CH:12][CH:13]=[CH:14][CH:15]=3)[CH2:10][C:9]2([CH3:18])[CH3:17])=[CH:6][N:5]=[CH:4][N:3]=1 |f:2.3.4|. Procedure details: A mixture of 0.57 g (0.002 mol) of 4-mercapto-5-(2,2-dimethylindan-1-yl)pyrimidine, 0.57 g (0.003 mol) of 3-fluorobenzyl bromide, and 0.41 g (0.003 mol) in 10 mL of acetonitrile was stirred at ambient temperature for 2 hr. Saturated aqueous ammonium carbonate (5 mL) was added and the mixture obtained was extracted with ethyl acetate. The extract solution was washed with water and with concentrated aqueous sodium chloride and then was dried over sodium sulfate and concentrated by evaporation unde... The reactants are OO (Hydrogen peroxide), B.O1CCCC1 (Borane tetrahydrofuran), OC(CC=C)C1=CS[C@H]2N([C@H]1C(=O)OC(C1=CC=CC=C1)C1=CC=CC=C1)C([C@H]2NC(CC2=CC=CC=C2)=O)=O (diphenylmethyl (4R, 6R, 7R)-3-(1-hydroxybut-3-en-1-yl)-7-phenylacetamidoceph-2-em-4-carboxylate), [OH-].[Na+] (sodium hydroxide). Run in C(C)(=O)OCC (ethyl acetate), O (water), O (water), O1CCCC1 (tetrahydrofuran). Yields the product OC(CCCO)C1=CS[C@H]2N([C@H]1C(=O)OC(C1=CC=CC=C1)C1=CC=CC=C1)C([C@H]2NC(CC2=CC=CC=C2)=O)=O (Diphenylmethyl (4R, 6R, 7R)-3-(1,4-dihydroxybut-1-yl)-7-phenylacetamidoceph-2-em-4-carboxylate). RXN SMILES: B.[O:2]1CCCC1.[OH:7][CH:8]([C:12]1[C@H:17]([C:18]([O:20][CH:21]([C:28]2[CH:33]=[CH:32][CH:31]=[CH:30][CH:29]=2)[C:22]2[CH:27]=[CH:26][CH:25]=[CH:24][CH:23]=2)=[O:19])[N:16]2[C:34](=[O:46])[C@@H:35]([NH:36][C:37](=[O:45])[CH2:38][C:39]3[CH:44]=[CH:43][CH:42]=[CH:41][CH:40]=3)[C@H:15]2[S:14][CH:13]=1)[CH2:9][CH:10]=[CH2:11].[OH-].[Na+].OO>O1CCCC1.C(OCC)(=O)C.O>[OH:7][CH:8]([C:12]1[C@H:17]([C:18]([O:20][CH:21]([C:28]2[CH:29]=[CH:30][CH:31]=[CH:32][CH:33]=2)[C:22]2[CH:27]=[CH:26][CH:25]=[CH:24][CH:23]=2)=[O:19])[N:16]2[C:34](=[O:46])[C@@H:35]([NH:36][C:37](=[O:45])[CH2:38][C:39]3[CH:44]=[CH:43][CH:42]=[CH:41][CH:40]=3)[C@H:15]2[S:14][CH:13]=1)[CH2:9][CH2:10][CH2:11][OH:2] |f:0.1,3.4|. Reported procedure: Borane-tetrahydrofuran complex (1M in tetrahydrofuran, 11.0 ml, 11.0 mmol) was added to diphenylmethyl (4R, 6R, 7R)-3-(1-hydroxybut-3-en-1-yl)-7-phenylacetamidoceph-2-em-4-carboxylate (S-diastereomer, 100 mg, 0.18 mmol) in tetrahydrofuran (2 ml) at 20° C. After 30 minutes water (1 ml) was added and the pH taken to within the range 7 to 8 with dilute aqueous sodium hydroxide. Hydrogen peroxide (30% in water, 0.15 ml, 1.35 mmol) was then added, and the pH maintained at 7 to 8 for 20 minutes, after...